This data is from the Open Reaction Database (ORD), a public repository of structured organic reaction records. The task is: describe an organic reaction: reactants, conditions, products, and yield The reactants are CCCCCc1ccc(OC(=O)c2ccc([N+](=O)[O-])c(C)c2)cc1, CCOC(C)=O. The product is CCCCCc1ccc(OC(=O)c2ccc(N)c(C)c2)cc1. RXN SMILES: [CH3:1][c:2]1[cH:3][c:4]([C:5](=[O:6])[O:7][c:8]2[cH:9][cH:10][c:11]([CH2:14][CH2:15][CH2:16][CH2:17][CH3:18])[cH:12][cH:13]2)[cH:19][cH:20][c:21]1[N+:22]([O-:23])=[O:24].[CH3:25][CH2:26][O:27][C:28](=[O:29])[CH3:30]>>[CH3:1][c:2]1[cH:3][c:4]([C:5](=[O:6])[O:7][c:8]2[cH:9][cH:10][c:11]([CH2:14][CH2:15][CH2:16][CH2:17][CH3:18])[cH:12][cH:13]2)[cH:19][cH:20][c:21]1[NH2:22]. The reactants are C1(CC1)N1C(N(CC12CCCCC2)C2=CC=C(C=C2)OC)=O (1-Cyclopropyl-3-(4-methoxy-phenyl)-1,3-diaza-spiro[4.5]decan-2-one), product, B(Cl)(Cl)Cl (boron trichloride). Solvent: C(C)(=O)OCC (Ethyl acetate). Conditions: time 20 hour. The product is C1(CC1)N1C(N(CC12CCCCC2)C2=CC=C(C=C2)O)=O (1-Cyclopropyl-3-(4-hydroxy-phenyl)-1,3-diaza-spiro[4.5]decan-2-one). Reaction SMILES: [CH:1]1([N:4]2[C:8]3([CH2:13][CH2:12][CH2:11][CH2:10][CH2:9]3)[CH2:7][N:6]([C:14]3[CH:19]=[CH:18][C:17]([O:20]C)=[CH:16][CH:15]=3)[C:5]2=[O:22])[CH2:3][CH2:2]1.B(Cl)(Cl)Cl>C(OCC)(=O)C>[CH:1]1([N:4]2[C:8]3([CH2:9][CH2:10][CH2:11][CH2:12][CH2:13]3)[CH2:7][N:6]([C:14]3[CH:19]=[CH:18][C:17]([OH:20])=[CH:16][CH:15]=3)[C:5]2=[O:22])[CH2:2][CH2:3]1. Procedure details: 150 mg (0.5 mmol) of 1-Cyclopropyl-3-(4-methoxy-phenyl)-1,3-diaza-spiro[4.5]decan-2-one, product of example 158, was treated with 1.5 ml (1.5 mmol) of boron trichloride (1.0M solution in Heptane). The reaction mixture was stirred at RT for 20 h. The reaction mixture was then taken up in Ethyl acetate and washed with 1N HCl and water. The raw product was purified by chromatography with DCM/Ethyl acetate 9:1 to 4:1 giving 30 mg of a light brown solid. MS (ESI): 287.0 (MH+).) The reactants are N#Cc1cnc2sccc2c1Cl, COc1cc(N)c(Cl)cc1Cl, [H-], [Na+], C1CCOC1. The product is COc1cc(Nc2c(C#N)cnc3sccc23)c(Cl)cc1Cl. RXN SMILES: [Cl:14][c:15]1[c:16]2[c:17]([n:18][cH:19][c:20]1[C:21]#[N:22])[s:23][cH:24][cH:25]2.[Cl:1][c:2]1[c:3]([NH2:4])[cH:5][c:6]([O:10][CH3:11])[c:7]([Cl:9])[cH:8]1.[H-:12].[Na+:13].[O:26]1[CH2:27][CH2:28][CH2:29][CH2:30]1>>[Cl:1][c:2]1[c:3]([NH:4][c:15]2[c:16]3[c:17]([n:18][cH:19][c:20]2[C:21]#[N:22])[s:23][cH:24][cH:25]3)[cH:5][c:6]([O:10][CH3:11])[c:7]([Cl:9])[cH:8]1. The product is COC=1C=C(C=C(C1OC)OC)C1=NC=CC(=C1)CN1CCNCCC1 (1-[[2-(3,4,5-trimethoxyphenyl)pyridin-4-yl]-methyl]homopiperazine). Reactants: ClCC1=CC(=NC=C1)C1=CC(=C(C(=C1)OC)OC)OC (4-Chloromethyl-2-(3,4,5-trimethoxyphenyl)pyridine), N1CCNCCC1 (homopiperazine). RXN SMILES: Cl[CH2:2][C:3]1[CH:8]=[CH:7][N:6]=[C:5]([C:9]2[CH:14]=[C:13]([O:15][CH3:16])[C:12]([O:17][CH3:18])=[C:11]([O:19][CH3:20])[CH:10]=2)[CH:4]=1.[NH:21]1[CH2:27][CH2:26][CH2:25][NH:24][CH2:23][CH2:22]1>>[CH3:20][O:19][C:11]1[CH:10]=[C:9]([C:5]2[CH:4]=[C:3]([CH2:2][N:21]3[CH2:27][CH2:26][CH2:25][NH:24][CH2:23][CH2:22]3)[CH:8]=[CH:7][N:6]=2)[CH:14]=[C:13]([O:15][CH3:16])[C:12]=1[O:17][CH3:18]. Procedure: 4-Chloromethyl-2-(3,4,5-trimethoxyphenyl)pyridine (588 mg) and homopiperazine (801 mg) were treated in the same manner as in Preparation Example 4 to obtain the title compound. Reactants: CC(C)(C)OC(=O)NCCCCn1cnc2c(N)nc3ccccc3c21, O=C(O)C(F)(F)F. RXN SMILES: [C:8]([O:9][C:10](=[O:11])[NH:15][CH2:16][CH2:17][CH2:18][CH2:19][n:20]1[cH:21][n:22][c:23]2[c:24]([NH2:33])[n:25][c:26]3[cH:27][cH:28][cH:29][cH:30][c:31]3[c:32]12)([CH3:12])([CH3:13])[CH3:14].[OH:1][C:2]([C:3]([F:4])([F:5])[F:6])=[O:7]>>[NH2:15][CH2:16][CH2:17][CH2:18][CH2:19][n:20]1[cH:21][n:22][c:23]2[c:24]([NH2:33])[n:25][c:26]3[cH:27][cH:28][cH:29][cH:30][c:31]3[c:32]12. Yields the product NCCCCn1cnc2c(N)nc3ccccc3c21. Reactants: O=C(O)c1ccc(CBr)cc1, CC#N, [Na+], N#C[Na], [OH-], O. The product is N#CCc1ccc(C(=O)O)cc1. RXN SMILES: [Br:1][CH2:2][c:3]1[cH:4][cH:5][c:6]([C:7](=[O:8])[OH:9])[cH:10][cH:11]1.[CH3:17][C:18]#[N:19].[Na+:16].[Na:12][C:13]#[N:14].[OH-:15].[OH2:20]>>[CH2:2]([c:3]1[cH:4][cH:5][c:6]([C:7](=[O:8])[OH:9])[cH:10][cH:11]1)[C:13]#[N:14]. Reactants: FC(C(=O)O)(F)F (trifluoroacetic acid), [Si](C)(C)(C(C)(C)C)OCCN1C(C(C2=C(C3=C1N=CC=C3)C=CC=C2)NC([C@H](C)NC(OC(C)(C)C)=O)=O)=O (tert-butyl N-[(1S)-2-[[5-[2-(tert-butyl(dimethyl)silyl)oxyethyl]-6-oxo-7H-pyrido[2,3-d][3]benzazepin-7-yl]amino]-1-methyl-2-oxo-ethyl]carbamate), ClCCl (dichloromethane). Run in CO (methanol). Reaction conditions: time 5 hour. Product: N[C@H](C(=O)NC1C(N(C2=C(C3=C1C=CC=C3)C=CC=N2)CCO)=O)C ((2S)-2-Amino-N-[5-(2-hydroxyethyl)-6-oxo-7H-pyrido[2,3-d][3]benzazepin-7-yl]propanamide). Yield: 102.0%. As a reaction SMILES: FC(F)(F)C(O)=O.[Si]([O:15][CH2:16][CH2:17][N:18]1[C:24]2[N:25]=[CH:26][CH:27]=[CH:28][C:23]=2[C:22]2[CH:29]=[CH:30][CH:31]=[CH:32][C:21]=2[CH:20]([NH:33][C:34](=[O:45])[C@@H:35]([NH:37]C(=O)OC(C)(C)C)[CH3:36])[C:19]1=[O:46])(C(C)(C)C)(C)C.ClCCl>CO>[NH2:37][C@@H:35]([CH3:36])[C:34]([NH:33][CH:20]1[C:21]2[CH:32]=[CH:31][CH:30]=[CH:29][C:22]=2[C:23]2[CH:28]=[CH:27][CH:26]=[N:25][C:24]=2[N:18]([CH2:17][CH2:16][OH:15])[C:19]1=[O:46])=[O:45]. Procedure details: Add trifluoroacetic acid (30 mL, 396.76 mmol) over 5 minutes to a 0° C. solution of tert-butyl N-[(1S)-2-[[5-[2-(tert-butyl(dimethyl)silyl)oxyethyl]-6-oxo-7H-pyrido[2,3-d][3]benzazepin-7-yl]amino]-1-methyl-2-oxo-ethyl]carbamate (5.56 g, 10.0 mmol) and dichloromethane (30 mL) and allow to warm and stir at ambient temperature for 5 hours. Purify the residue by flash chromatography via SCX® columns (Isolute SCX-2×6) eluting with methanol followed by ethyl acetate: methanol (2N ammonia) (1:1) to obt... The reactants are hydroxy ester, C(C)(=O)C1=CC=NC=C1 (4-acetylpyridine), mixture, C(C)(=O)OCCCCC (amyl acetate). Reaction conditions: time 3 minute. The product is OC(CC(=O)OCCCCC)(C1=CC=NC=C1)C (Amyl 3-Hydroxy-3-methyl-3-(4-pyridyl)propionate). As a reaction SMILES: [C:1]([O:4][CH2:5][CH2:6][CH2:7][CH2:8][CH3:9])(=[O:3])[CH3:2].[C:10]([C:13]1[CH:18]=[CH:17][N:16]=[CH:15][CH:14]=1)(=[O:12])[CH3:11]>>[OH:12][C:10]([CH3:11])([C:13]1[CH:18]=[CH:17][N:16]=[CH:15][CH:14]=1)[CH2:2][C:1]([O:4][CH2:5][CH2:6][CH2:7][CH2:8][CH3:9])=[O:3]. Reported procedure: A 100 milligram quantity of the hydroxy ester described in Example III is pyrolyzed in a sealed tube at 400° C. for 3 minutes. Analysis of the pyrolysis mixture by gas chromatography indicates the presence of about 30% of a mixture in a 1:1 ratio of amyl acetate and 4-acetylpyridine. The remainder of the mixture contains unreacted starting material. Starting materials: Cc1nsc(C(C)(C)NC(=O)OC(C)(C)C)n1, CCOC(C)=O, Cl, O. Product: Cc1nsc(C(C)(C)N)n1. As a reaction SMILES: [CH3:1][c:2]1[n:3][s:4][c:5]([C:7]([CH3:8])([CH3:9])[NH:10][C:11](=[O:12])[O:13][C:14]([CH3:15])([CH3:16])[CH3:17])[n:6]1.[CH3:20][CH2:21][O:22][C:23](=[O:24])[CH3:25].[ClH:19].[OH2:18]>>[CH3:1][c:2]1[n:3][s:4][c:5]([C:7]([CH3:8])([CH3:9])[NH2:10])[n:6]1. Starting materials: O=C(O)c1cc(Cl)cnc1Cl, Cl, COC(=O)c1ccc(C(C)N)cc1. The product is COC(=O)c1ccc(C(C)NC(=O)c2cc(Cl)cnc2Cl)cc1. Reaction SMILES: [Cl:1][c:2]1[c:3]([C:4](=[O:5])[OH:6])[cH:7][c:8]([Cl:11])[cH:9][n:10]1.[ClH:12].[NH2:13][CH:14]([CH3:15])[c:16]1[cH:17][cH:18][c:19]([C:20](=[O:21])[O:22][CH3:23])[cH:24][cH:25]1>>[Cl:1][c:2]1[c:3]([C:4](=[O:6])[NH:13][CH:14]([CH3:15])[c:16]2[cH:17][cH:18][c:19]([C:20](=[O:21])[O:22][CH3:23])[cH:24][cH:25]2)[cH:7][c:8]([Cl:11])[cH:9][n:10]1.